From a dataset of the Open Reaction Database (ORD), a public repository of structured organic reaction records. describe an organic reaction: reactants, conditions, products, and yield The reactants are O=C(O)c1sc(Cl)nc1-c1ccccc1, O=S(Cl)Cl. The product is O=C(Cl)c1sc(Cl)nc1-c1ccccc1. RXN SMILES: [Cl:1][c:2]1[s:3][c:4]([C:13](=[O:14])[OH:15])[c:5](-[c:7]2[cH:8][cH:9][cH:10][cH:11][cH:12]2)[n:6]1.[S:16]([Cl:17])([Cl:18])=[O:19]>>[Cl:1][c:2]1[s:3][c:4]([C:13](=[O:15])[Cl:18])[c:5](-[c:7]2[cH:8][cH:9][cH:10][cH:11][cH:12]2)[n:6]1.